describe an organic reaction: reactants, conditions, products, and yield From a dataset of the Open Reaction Database (ORD), a public repository of structured organic reaction records. Starting materials: C(C)OC(=O)C1=NC(=CC=C1)SC1=C(NC2=C(C(=CC=C12)Cl)F)C (6-(6-chloro-7-fluoro-2-methyl-1H-indol-3-ylsulfanyl)-pyridine-2-carboxylic acid ethyl ester), BrC=1C=NN(C1)C(C)C (4-bromo-1-isopropyl-1H-pyrazole). Product: C(C)OC(=O)C1=NC(=CC=C1)SC1=C(N(C2=C(C(=CC=C12)Cl)F)C=1C=NN(C1)C(C)C)C (6-[6-Chloro-7-fluoro-1-(1-isopropyl-1H-pyrazol-4-yl)-2-methyl-1H-indol-3-ylsulfanyl]-pyridine-2-carboxylic acid ethyl ester). As a reaction SMILES: [CH2:1]([O:3][C:4]([C:6]1[CH:11]=[CH:10][CH:9]=[C:8]([S:12][C:13]2[C:21]3[C:16](=[C:17]([F:23])[C:18]([Cl:22])=[CH:19][CH:20]=3)[NH:15][C:14]=2[CH3:24])[N:7]=1)=[O:5])[CH3:2].Br[C:26]1[CH:27]=[N:28][N:29]([CH:31]([CH3:33])[CH3:32])[CH:30]=1>>[CH2:1]([O:3][C:4]([C:6]1[CH:11]=[CH:10][CH:9]=[C:8]([S:12][C:13]2[C:21]3[C:16](=[C:17]([F:23])[C:18]([Cl:22])=[CH:19][CH:20]=3)[N:15]([C:26]3[CH:27]=[N:28][N:29]([CH:31]([CH3:33])[CH3:32])[CH:30]=3)[C:14]=2[CH3:24])[N:7]=1)=[O:5])[CH3:2]. Procedure details: Prepared according to the procedure described in Example 9, Step 4, using the following starting materials: 6-(6-chloro-7-fluoro-2-methyl-1H-indol-3-ylsulfanyl)-pyridine-2-carboxylic acid ethyl ester and 4-bromo-1-isopropyl-1H-pyrazole. Reaction SMILES: [CH3:18][S:19]([Cl:20])(=[O:21])=[O:22].[CH3:7][O:8][c:9]1[c:10]([CH2:11][CH2:12][NH2:13])[cH:14][cH:15][cH:16][cH:17]1.[Cl:24][CH2:25][Cl:26].[OH2:23].[cH:1]1[cH:2][cH:3][n:4][cH:5][cH:6]1>>[CH3:7][O:8][c:9]1[c:10]([CH2:11][CH2:12][NH:13][S:19]([CH3:18])(=[O:21])=[O:22])[cH:14][cH:15][cH:16][cH:17]1. The product is COc1ccccc1CCNS(C)(=O)=O. The reactants are CS(=O)(=O)Cl, COc1ccccc1CCN, ClCCl, O, c1ccncc1. The reactants are [Si](C)(C)(C(C)(C)C)O[C@@H]1C=2C(=C(C(=NC2CC(C1)(C)C)C1CCOCC1)C=O)C=1CCOCC1 ((S)-5-(tert-butyldimethylsilyloxy)-4-(3,6-dihydro-2H-pyran-4-yl)-7,7-dimethyl-2-(tetrahydro-2H-pyran-4-yl)-5,6,7,8-tetrahydroquinoline-3-carbaldehyde), BrC=1C=CC(=NC1)C(F)(F)F (5-bromo-2-(trifluoromethyl)pyridine). Yields the product [Si](C)(C)(C(C)(C)C)O[C@@H]1C=2C(=C(C(=NC2CC(C1)(C)C)C1CCOCC1)[C@@H](O)C=1C=NC(=CC1)C(F)(F)F)C=1CCOCC1 ((S)—((S)-5-(tert-butyldimethylsilyloxy)-4-(3,6-dihydro-2H-pyran-4-yl)-7,7-dimethyl-2-(tetrahydro-2H-pyran-4-yl)-5,6,7,8-tetrahydroquinolin-3-yl)(6-(trifluoromethyl)pyridin-3-yl)methanol). As a reaction SMILES: [Si:1]([O:8][C@H:9]1[CH2:18][C:17]([CH3:20])([CH3:19])[CH2:16][C:15]2[N:14]=[C:13]([CH:21]3[CH2:26][CH2:25][O:24][CH2:23][CH2:22]3)[C:12]([CH:27]=[O:28])=[C:11]([C:29]3[CH2:30][CH2:31][O:32][CH2:33][CH:34]=3)[C:10]1=2)([C:4]([CH3:7])([CH3:6])[CH3:5])([CH3:3])[CH3:2].Br[C:36]1[CH:37]=[CH:38][C:39]([C:42]([F:45])([F:44])[F:43])=[N:40][CH:41]=1>>[Si:1]([O:8][C@H:9]1[CH2:18][C:17]([CH3:20])([CH3:19])[CH2:16][C:15]2[N:14]=[C:13]([CH:21]3[CH2:22][CH2:23][O:24][CH2:25][CH2:26]3)[C:12]([C@H:27]([C:36]3[CH:41]=[N:40][C:39]([C:42]([F:45])([F:44])[F:43])=[CH:38][CH:37]=3)[OH:28])=[C:11]([C:29]3[CH2:30][CH2:31][O:32][CH2:33][CH:34]=3)[C:10]1=2)([C:4]([CH3:5])([CH3:6])[CH3:7])([CH3:3])[CH3:2]. Procedure details: Obtained by starting from (S)-5-(tert-butyldimethylsilyloxy)-4-(3,6-dihydro-2H-pyran-4-yl)-7,7-dimethyl-2-(tetrahydro-2H-pyran-4-yl)-5,6,7,8-tetrahydroquinoline-3-carbaldehyde and 5-bromo-2-(trifluoromethyl)pyridine. Starting materials: C([O-])([O-])=O.[K+].[K+] (potassium carbonate), C=CC1=CC(=CC=C1)CCl (ar-vinylbenzyl chloride), N1CC1 (Aziridine). Run in CO (methanol). Product: C(=C)C1=CC=C(CN2CC2)C=C1 (N-(p-Vinylbenzyl)Aziridine). Isolated yield 85.7%. Reaction SMILES: [C:1](=O)([O-])[O-].[K+].[K+].[CH2:7]=[CH:8][C:9]1[CH:14]=[CH:13][CH:12]=[C:11](CCl)[CH:10]=1.[NH:17]1[CH2:19][CH2:18]1>CO>[CH:8]([C:9]1[CH:10]=[CH:11][C:12]([CH2:1][N:17]2[CH2:19][CH2:18]2)=[CH:13][CH:14]=1)=[CH2:7] |f:0.1.2|. Reported procedure: Anhydrous methanol (200 ml.), anhydrous potassium carbonate (10.0 g.) and ar-vinylbenzyl chloride (approximately 95% para isomer; 0.05 mol.) were charged to a predried reaction vessel equipped with a stirring means and a drying tube. Aziridine (27.0 ml.; 0.5 mol.) was added dropwise to the stirred reaction mixture. Subsequently, the stirred mixture was maintained at room temperature for 24 hours. The work up comprised adding a diatomaceous earth filtering aid to the reaction mixture, filtering o...